This data is from the Open Reaction Database (ORD), a public repository of structured organic reaction records. The task is: describe an organic reaction: reactants, conditions, products, and yield Starting materials: CCCNCCC, COC(=O)c1cc(C(=O)O)cc([N+](=O)[O-])c1, ClCCl, CN(C)C=O. Product: CCCN(CCC)C(=O)c1cc(C(=O)OC)cc([N+](=O)[O-])c1. As a reaction SMILES: [CH2:22]([CH2:23][CH3:24])[NH:25][CH2:26][CH2:27][CH3:28].[CH3:1][O:2][C:3]([c:4]1[cH:5][c:6]([C:7](=[O:8])[OH:9])[cH:10][c:11]([N+:13](=[O:14])[O-:15])[cH:12]1)=[O:16].[Cl:29][CH2:30][Cl:31].[O:17]=[CH:18][N:19]([CH3:20])[CH3:21]>>[CH3:1][O:2][C:3]([c:4]1[cH:5][c:6]([C:7](=[O:9])[N:25]([CH2:22][CH2:23][CH3:24])[CH2:26][CH2:27][CH3:28])[cH:10][c:11]([N+:13](=[O:14])[O-:15])[cH:12]1)=[O:16]. Starting materials: NC1=CC(=C(C(=O)N2CCN(CC2)CC=2C=C(C(=O)NC(C)(C)C)C=CC2)C=C1)Cl (3-((4-(4-Amino-2-chlorobenzoyl)piperazin-1-yl)methyl)-N-tert-butylbenzamide), ClC(=O)OC1=CC=C(C=C1)[N+](=O)[O-] (4-nitrophenol chloroformate), C(C(C)C)N (Isobutylamine). Run in ClCCl (dichloromethane), O (water). Reaction conditions: time 30 minute. Product: C(C)(C)(C)NC(C1=CC(=CC=C1)CN1CCN(CC1)C(C1=C(C=C(C=C1)NC(=O)NCC(C)C)Cl)=O)=O (N-tert-Butyl-3-((4-(2-chloro-4-(3-isobutylureido)benzoyl)piperazin-1-yl)methyl)benzamide). Isolated yield 54.0%. RXN SMILES: [NH2:1][C:2]1[CH:29]=[CH:28][C:5]([C:6]([N:8]2[CH2:13][CH2:12][N:11]([CH2:14][C:15]3[CH:16]=[C:17]([CH:25]=[CH:26][CH:27]=3)[C:18]([NH:20][C:21]([CH3:24])([CH3:23])[CH3:22])=[O:19])[CH2:10][CH2:9]2)=[O:7])=[C:4]([Cl:30])[CH:3]=1.Cl[C:32](OC1C=CC([N+]([O-])=O)=CC=1)=[O:33].[CH2:44]([NH2:48])[CH:45]([CH3:47])[CH3:46]>ClCCl.O>[C:21]([NH:20][C:18](=[O:19])[C:17]1[CH:25]=[CH:26][CH:27]=[C:15]([CH2:14][N:11]2[CH2:12][CH2:13][N:8]([C:6](=[O:7])[C:5]3[CH:28]=[CH:29][C:2]([NH:1][C:32]([NH:48][CH2:44][CH:45]([CH3:47])[CH3:46])=[O:33])=[CH:3][C:4]=3[Cl:30])[CH2:9][CH2:10]2)[CH:16]=1)([CH3:24])([CH3:23])[CH3:22]. Reported procedure: 3-((4-(4-Amino-2-chlorobenzoyl)piperazin-1-yl)methyl)-N-tert-butylbenzamide (250 mg, 0.625 mmol) and 4-nitrophenol chloroformate (126 mg, 0.625 mmol) were combined and stirred in dichloromethane for 1 hour. Isobutylamine (87.8 mg, 1.2 mol, 0.12 mL) was added and the reaction was stirred for 30 minutes. The reaction mixture was diluted with water and flushed through a hydrophobic frit. The reaction was concentrated under reduced pressure to give a residue, which was purified by silica chromatogra... Starting materials: [BH4-], CO, COc1ccc2c(c1)CCN=C2c1ccccc1, [Na+]. Product: COc1ccc2c(c1)CCNC2c1ccccc1. As a reaction SMILES: [BH4-:1].[CH3:21][OH:22].[CH3:3][O:4][c:5]1[cH:6][c:7]2[c:12]([cH:13][cH:14]1)[C:11]([c:15]1[cH:16][cH:17][cH:18][cH:19][cH:20]1)=[N:10][CH2:9][CH2:8]2.[Na+:2]>>[CH3:3][O:4][c:5]1[cH:6][c:7]2[c:12]([cH:13][cH:14]1)[CH:11]([c:15]1[cH:16][cH:17][cH:18][cH:19][cH:20]1)[NH:10][CH2:9][CH2:8]2. The reactants are [Br-], [Br-], O=C(Cl)c1ccc(F)c(Br)c1, N#Cc1ccccc1[Zn+], N#C[Cu]C#N, [Li+], C1CCOC1. Yields the product N#Cc1ccccc1C(=O)c1ccc(F)c(Br)c1. Reaction SMILES: [Br-:17].[Br-:1].[Br:18][c:19]1[cH:20][c:21]([C:22](=[O:23])[Cl:24])[cH:25][cH:26][c:27]1[F:28].[C:2](#[N:3])[c:4]1[c:5]([Zn+:10])[cH:6][cH:7][cH:8][cH:9]1.[Cu:11]([C:12]#[N:13])[C:14]#[N:15].[Li+:16].[O:29]1[CH2:30][CH2:31][CH2:32][CH2:33]1>>[C:2](#[N:3])[c:4]1[c:5]([C:22]([c:21]2[cH:20][c:19]([Br:18])[c:27]([F:28])[cH:26][cH:25]2)=[O:23])[cH:6][cH:7][cH:8][cH:9]1. The reactants are COc1ccc(Br)cc1C, COc1cc(F)c(Br)cc1F, C1CNCCN1, CCc1ccccc1N1CCNCC1, Cc1ccccc1, CCOC(C)=O. The product is COc1cc(F)c(N2CCNCC2)cc1F. RXN SMILES: [Br:1][c:2]1[cH:3][cH:4][c:5]([O:6][CH3:7])[c:8]([CH3:9])[cH:10]1.[Br:25][c:26]1[cH:27][c:28]([F:35])[c:29]([O:33][CH3:34])[cH:30][c:31]1[F:32].[CH2:36]1[NH:37][CH2:38][CH2:39][NH:40][CH2:41]1.[CH3:11][CH2:12][c:13]1[cH:14][cH:15][cH:16][cH:17][c:18]1[N:19]1[CH2:20][CH2:21][NH:22][CH2:23][CH2:24]1.[CH3:42][c:43]1[cH:44][cH:45][cH:46][cH:47][cH:48]1.[CH3:49][CH2:50][O:51][C:52](=[O:53])[CH3:54]>>[N:19]1([c:26]2[cH:27][c:28]([F:35])[c:29]([O:33][CH3:34])[cH:30][c:31]2[F:32])[CH2:20][CH2:21][NH:22][CH2:23][CH2:24]1. Starting materials: [OH-].[Na+] (sodium hydroxide), CC(CCOC1=CC2=C(C(CO2)C)C=C1)CCC=C(C)C (6-[(3,7-dimethyl-6-octenyl)-oxy]-3-methyl-2,3-dihydrobenzofuran), [BH4-].[Na+] (sodium borohydride), C(C)O (ethyl alcohol), mercuric acetate, [OH-] (hydroxide), C(C)O (ethyl alcohol). Conditions: time 1 hour. Yields the product C(C)OC(CCCC(CCOC1=CC2=C(C(CO2)C)C=C1)C)(C)C (6-[(7-ethoxy-3,7-dimethyl-octyl)-oxy]-3-methyl-2,3-dihydrobenzofuran). RXN SMILES: [CH3:1][CH:2]([CH2:16][CH2:17][CH:18]=[C:19]([CH3:21])[CH3:20])[CH2:3][CH2:4][O:5][C:6]1[CH:15]=[CH:14][C:9]2[CH:10]([CH3:13])[CH2:11][O:12][C:8]=2[CH:7]=1.[OH-].[BH4-].[Na+].[OH-].[Na+].[CH2:27]([OH:29])[CH3:28]>>[CH2:27]([O:29][C:19]([CH3:21])([CH3:20])[CH2:18][CH2:17][CH2:16][CH:2]([CH3:1])[CH2:3][CH2:4][O:5][C:6]1[CH:15]=[CH:14][C:9]2[CH:10]([CH3:13])[CH2:11][O:12][C:8]=2[CH:7]=1)[CH3:28] |f:2.3,4.5|. Procedure: A solution of 3.48 g. of 6-[(3,7-dimethyl-6-octenyl)-oxy]-3-methyl-2,3-dihydrobenzofuran in 15 ml. of absolute ethyl alcohol is slowly added dropwise at room temperature to a suspension of 3.81 g. of mercuric acetate in 30 ml. of absolute ethyl alcohol. The mixture is thereupon stirred for one hour at room temperature, cooled by means of an ice bath and 12.8 ml. of 10% by weight aqueous hydroxide followed by 0.24 g. of sodium borohydride in 12.8 ml. of 10% by weight aqueous sodium hydroxide are ...